Dataset: the Open Reaction Database (ORD), a public repository of structured organic reaction records. Task: describe an organic reaction: reactants, conditions, products, and yield The reactants are CS(=O)(=O)OCC1=CC(=CC(=C1)[N+](=O)[O-])C(=O)OC (3-Carbomethoxy-5-nitrobenzyl methanesulfonate), [N-]=[N+]=[N-].[Na+] (sodium azide). Solvent: C(C)(=O)OCC (ethyl acetate), CN(C)C=O (DMF). Reaction conditions: time 5 hour. Yields the product N(=[N+]=[N-])CC=1C=C(C(=O)OC)C=C(C1)[N+](=O)[O-] (Methyl 3-Azidomethyl-5-nitrobenzoate). The yield is 92.2%. As a reaction SMILES: CS(O[CH2:6][C:7]1[CH:12]=[C:11]([N+:13]([O-:15])=[O:14])[CH:10]=[C:9]([C:16]([O:18][CH3:19])=[O:17])[CH:8]=1)(=O)=O.[N-:20]=[N+:21]=[N-:22].[Na+]>CN(C=O)C.C(OCC)(=O)C>[N:20]([CH2:6][C:7]1[CH:8]=[C:9]([CH:10]=[C:11]([N+:13]([O-:15])=[O:14])[CH:12]=1)[C:16]([O:18][CH3:19])=[O:17])=[N+:21]=[N-:22] |f:1.2|. Procedure details: 3-Carbomethoxy-5-nitrobenzyl methanesulfonate (300.0 g, 1.04 mol) and sodium azide (81.0 g, 1.25 mol) were suspended in DMF (1700 ml) and stirred at room temperature for 5 hours. The reaction was diluted with ethyl acetate (2000 ml), washed with 1000 ml portions of H2O (2×) and saturated NaCl (1×), dried (MgSO4), and concentrated under reduced pressure. The resulting amber syrup was dried under vacuum at 40° C. to yield the title compound as a tan solid (226.5 g, 92%). 1H NMR (CDCl3): 8.60 (s, 1... Reactants: NCCCC(=O)O, [Na+], [OH-], O=S(=O)(Cl)c1ccccc1. Product: O=C(O)CCCNS(=O)(=O)c1ccccc1. Reaction SMILES: [NH2:1][CH2:2][CH2:3][CH2:4][C:5]([OH:6])=[O:7].[Na+:19].[OH-:18].[c:8]1([S:14](=[O:15])(=[O:16])[Cl:17])[cH:9][cH:10][cH:11][cH:12][cH:13]1>>[NH:1]([CH2:2][CH2:3][CH2:4][C:5]([OH:6])=[O:7])[S:14]([c:8]1[cH:9][cH:10][cH:11][cH:12][cH:13]1)(=[O:15])=[O:16]. The reactants are OC1=CC=NN1C1=NC=CC(=C1)C#N (2-(5-hydroxy-1H-pyrazol-1-yl)pyridine-4-carbonitrile), C1(CC1)C1=CC=C(C=C1)CO ((4-cyclopropylphenyl)methanol). Product: C1(CC1)C1=CC=C(COC2=CC=NN2C2=NC=CC(=C2)C#N)C=C1 (2-{5-[(4-cyclopropylbenzyl)oxy]-1H-pyrazol-1-yl}pyridine-4-carbonitrile). As a reaction SMILES: [OH:1][C:2]1[N:6]([C:7]2[CH:12]=[C:11]([C:13]#[N:14])[CH:10]=[CH:9][N:8]=2)[N:5]=[CH:4][CH:3]=1.[CH:15]1([C:18]2[CH:23]=[CH:22][C:21]([CH2:24]O)=[CH:20][CH:19]=2)[CH2:17][CH2:16]1>>[CH:15]1([C:18]2[CH:23]=[CH:22][C:21]([CH2:24][O:1][C:2]3[N:6]([C:7]4[CH:12]=[C:11]([C:13]#[N:14])[CH:10]=[CH:9][N:8]=4)[N:5]=[CH:4][CH:3]=3)=[CH:20][CH:19]=2)[CH2:17][CH2:16]1. Procedure details: The title compound was prepared from 2-(5-hydroxy-1H-pyrazol-1-yl)pyridine-4-carbonitrile and (4-cyclopropylphenyl)methanol according to the procedure for the preparation of Example 39, part C. 1H NMR (400 MHz, CDCl3): δ 0.61-0.65 (2H, m), 0.89-0.94 (2H, m), 1.91-1.84 (1H, m), 5.12 (2H, s), 5.67 (1H, d, J=1.6 Hz), 7.01-7.24 (4H, m), 7.32-7.33 (1H, m), 7.50 (1H, d, J=1.2 Hz), 7.95 (1H, s), 8.63 (1H, d, J=4.8 Hz). [M+H] Calc'd for C19H16N4O, 317. Found, 317. The reactants are C(C)C1=CC(=NN1)C(F)(F)F (5-ethyl-3-trifluoromethyl-1H-pyrazole), C1CC(=O)N(C1=O)Cl (NCS). Run in CC#N (CH3CN). Yields the product ClC=1C(=NNC1CC)C(F)(F)F (4-chloro-5-Ethyl-3-trifluoromethyl-1H-pyrazole). RXN SMILES: [CH2:1]([C:3]1[NH:7][N:6]=[C:5]([C:8]([F:11])([F:10])[F:9])[CH:4]=1)[CH3:2].C1C(=O)N([Cl:19])C(=O)C1>CC#N>[Cl:19][C:4]1[C:5]([C:8]([F:10])([F:11])[F:9])=[N:6][NH:7][C:3]=1[CH2:1][CH3:2]. Procedure details: Following protocol L, 5-ethyl-3-trifluoromethyl-1H-pyrazole was treated with NCS in CH3CN to yield title compound